Dataset: the Open Reaction Database (ORD), a public repository of structured organic reaction records. Task: describe an organic reaction: reactants, conditions, products, and yield Reactants: N(CCO)CCO (diethanolamine), C(C1=CC=CC=C1)(C1=CC=CC=C1)(C1=CC=CC=C1)Cl (trityl chloride). The product is C(C1=CC=CC=C1)(C1=CC=CC=C1)(C1=CC=CC=C1)N(CCO)CCO (N-Trityldiethanolamine). As a reaction SMILES: [NH:1]([CH2:5][CH2:6][OH:7])[CH2:2][CH2:3][OH:4].[C:8](Cl)([C:21]1[CH:26]=[CH:25][CH:24]=[CH:23][CH:22]=1)([C:15]1[CH:20]=[CH:19][CH:18]=[CH:17][CH:16]=1)[C:9]1[CH:14]=[CH:13][CH:12]=[CH:11][CH:10]=1>>[C:8]([N:1]([CH2:5][CH2:6][OH:7])[CH2:2][CH2:3][OH:4])([C:9]1[CH:14]=[CH:13][CH:12]=[CH:11][CH:10]=1)([C:21]1[CH:22]=[CH:23][CH:24]=[CH:25][CH:26]=1)[C:15]1[CH:16]=[CH:17][CH:18]=[CH:19][CH:20]=1. Reported procedure: From diethanolamine and trityl chloride. Starting materials: C(CCCC)OC1=CC=C(C=C1)C(C)=O (p-pentyloxyacetophenone), C(C1=CC=C(C(=O)OC)C=C1)(=O)OC (dimethyl terephthalate), Cl (hydrochloric acid), methanolic solution, C[O-].[Na+] (sodium methoxide). Run in CN(C=O)C (Dimethylformamide), O (water). Reaction conditions: time 48 hour. Yields the product COC(=O)C1=CC=C(C=C1)C(CC(=O)C1=CC=C(C=C1)OCCCCC)=O (1-(4-methoxycarbonylphenyl)-3-(4-pentyloxyphenyl)-propane-1,3-dione). Isolated yield 61.6%. RXN SMILES: [CH2:1]([O:6][C:7]1[CH:12]=[CH:11][C:10]([C:13](=[O:15])[CH3:14])=[CH:9][CH:8]=1)[CH2:2][CH2:3][CH2:4][CH3:5].[C:16](OC)(=[O:27])[C:17]1[CH:26]=[CH:25][C:20]([C:21]([O:23][CH3:24])=[O:22])=[CH:19][CH:18]=1.C[O-].[Na+].Cl>O.CN(C)C=O>[CH3:24][O:23][C:21]([C:20]1[CH:25]=[CH:26][C:17]([C:16](=[O:27])[CH2:14][C:13]([C:10]2[CH:9]=[CH:8][C:7]([O:6][CH2:1][CH2:2][CH2:3][CH2:4][CH3:5])=[CH:12][CH:11]=2)=[O:15])=[CH:18][CH:19]=1)=[O:22] |f:2.3|. Reported procedure: Dimethylformamide (600 ml), p-pentyloxyacetophenone (60.0 g) and dimethyl terephthalate (73.5 g) were charged in 1-liter three-necked flask and stirred. To this mixture was added 28% methanolic solution (84.2 g) of sodium methoxide and, after that, a reaction was carried out at the inner temperature of 35 to 40° C. for 48 hours. After completion of the reaction, the reaction solution was added to a mixed solution of water (3,000 ml) and 1N hydrochloric acid (600 ml) to separate the crystals. The... Starting materials: CC(=O)SC1CCN(C(=O)OC(C)(C)C)C1, C[O-], CO, Cl, [Na+]. Product: CC(C)(C)OC(=O)N1CCC(S)C1. RXN SMILES: [C:1]([CH3:2])([CH3:3])([CH3:4])[O:5][C:6](=[O:7])[N:8]1[CH2:9][CH:10]([S:13][C:14](=[O:15])[CH3:16])[CH2:11][CH2:12]1.[CH3:17][O-:18].[CH3:21][OH:22].[ClH:20].[Na+:19]>>[C:1]([CH3:2])([CH3:3])([CH3:4])[O:5][C:6](=[O:7])[N:8]1[CH2:9][CH:10]([SH:13])[CH2:11][CH2:12]1.